From a dataset of the Open Reaction Database (ORD), a public repository of structured organic reaction records. describe an organic reaction: reactants, conditions, products, and yield Reaction SMILES: [Cl:10][CH2:11][c:12]1[cH:13][cH:14][cH:15][cH:16][cH:17]1.[Na+:19].[OH-:18].[OH2:26].[cH:20]1[cH:21][cH:22][cH:23][cH:24][cH:25]1.[nH:1]1[cH:2][cH:3][c:4]2[cH:5][cH:6][cH:7][cH:8][c:9]12>>[n:1]1([CH2:11][c:12]2[cH:13][cH:14][cH:15][cH:16][cH:17]2)[cH:2][cH:3][c:4]2[cH:5][cH:6][cH:7][cH:8][c:9]12. Yields the product c1ccc(Cn2ccc3ccccc32)cc1. The reactants are ClCc1ccccc1, [Na+], [OH-], O, c1ccccc1, c1ccc2[nH]ccc2c1. Reactants: ClC=1C=C(C(=O)N)C=CC1 (3-chlorobenzamide), CC(CC=O)(C)C (3,3-dimethyl-butyraldehyde), N1N=NC2=C1C=CC=C2 (benzotriazole). Procedure details: A suspension of 3-chlorobenzamide, 3,3-dimethyl-butyraldehyde, and benzotriazole were processed as described in Example 1C to provide the desired product As a reaction SMILES: [Cl:1][C:2]1[CH:3]=[C:4]([CH:8]=[CH:9][CH:10]=1)[C:5]([NH2:7])=[O:6].[CH3:11][C:12]([CH3:17])([CH3:16])[CH2:13][CH:14]=O.[NH:18]1[C:22]2[CH:23]=[CH:24][CH:25]=[CH:26][C:21]=2[N:20]=[N:19]1>>[N:18]1([CH:14]([NH:7][C:5](=[O:6])[C:4]2[CH:8]=[CH:9][CH:10]=[C:2]([Cl:1])[CH:3]=2)[CH2:13][C:12]([CH3:17])([CH3:16])[CH3:11])[C:22]2[CH:23]=[CH:24][CH:25]=[CH:26][C:21]=2[N:20]=[N:19]1. Product: N1(N=NC2=C1C=CC=C2)C(CC(C)(C)C)NC(C2=CC(=CC=C2)Cl)=O (N-(1-Benzotriazol-1-yl-3,3-dimethyl-butyl)-3-chloro-benzamide). Starting materials: [Li]C(C)(C)C, COc1cccc(CC(C)C)c1, CN(C)CCN(C)C, CCCCCC, CCCCC, CN(C)C=O, [Cl-], [NH4+], C1CCOC1. As a reaction SMILES: [C:9]([Li:10])([CH3:11])([CH3:12])[CH3:13].[CH2:14]([CH:15]([CH3:16])[CH3:17])[c:18]1[cH:19][c:20]([O:24][CH3:25])[cH:21][cH:22][cH:23]1.[CH3:1][N:2]([CH3:3])[CH2:4][CH2:5][N:6]([CH3:7])[CH3:8].[CH3:33][CH2:34][CH2:35][CH2:36][CH2:37][CH3:38].[CH3:39][CH2:40][CH2:41][CH2:42][CH3:43].[CH3:44][N:45]([CH3:46])[CH:47]=[O:48].[Cl-:26].[NH4+:27].[O:28]1[CH2:29][CH2:32][CH2:31][CH2:30]1>>[CH2:14]([CH:15]([CH3:16])[CH3:17])[c:18]1[cH:19][c:20]([O:24][CH3:25])[c:21]([CH:29]=[O:28])[cH:22][cH:23]1. The product is COc1cc(CC(C)C)ccc1C=O. Reactants: Brc1nccs1, COc1ccc(C#N)cc1OC, CCOCC, CCCCCC, Cl, [Li]CCCC, [Na+], O=C([O-])O. Yields the product COc1ccc(C(=O)c2nccs2)cc1OC. Reaction SMILES: [Br:6][c:7]1[s:8][cH:9][cH:10][n:11]1.[CH3:12][O:13][c:14]1[cH:15][c:16]([C:17]#[N:18])[cH:19][cH:20][c:21]1[O:22][CH3:23].[CH3:30][CH2:31][O:32][CH2:33][CH3:34].[CH3:35][CH2:36][CH2:37][CH2:38][CH2:39][CH3:40].[ClH:24].[Li:1][CH2:2][CH2:3][CH2:4][CH3:5].[Na+:25].[OH:26][C:27](=[O:28])[O-:29]>>[c:7]1([C:17]([c:16]2[cH:15][c:14]([O:13][CH3:12])[c:21]([O:22][CH3:23])[cH:20][cH:19]2)=[O:26])[s:8][cH:9][cH:10][n:11]1. The reactants are [Br-], CCOC(=O)c1ccnc(Cl)c1, CC(C)C[Mg+], C1CCOC1, CN1CCCC1=O. Yields the product CCOC(=O)c1ccnc(CC(C)C)c1. As a reaction SMILES: [Br-:20].[CH2:1]([CH3:2])[O:3][C:4]([c:5]1[cH:6][c:7]([Cl:11])[n:8][cH:9][cH:10]1)=[O:12].[CH2:21]([CH:22]([CH3:23])[CH3:24])[Mg+:25].[CH2:26]1[O:27][CH2:28][CH2:29][CH2:30]1.[CH3:13][N:14]1[CH2:15][CH2:16][CH2:17][C:18]1=[O:19]>>[CH2:1]([CH3:2])[O:3][C:4]([c:5]1[cH:6][c:7]([CH2:21][CH:22]([CH3:23])[CH3:24])[n:8][cH:9][cH:10]1)=[O:12].